describe an organic reaction: reactants, conditions, products, and yield From a dataset of the Open Reaction Database (ORD), a public repository of structured organic reaction records. Reactants: [BH4-].[Na+] (sodium borohydride), N1(C=NC=C1)CCCOC=1C=C(C=C2C([C@]3(C)[C@@H](C2)[C@@H]2CC=C4C[C@H](CC[C@]4(C)[C@H]2CC3)O)=O)C=CC1 (16-[3-{3-(IMIDAZOL-1-YL)PROPOXY}BENZYLIDENE]-17-OXO-5-ANDRO-STEN-3β-OL). The product is N1(C=NC=C1)CCCOC=1C=C(C=C2[C@@H]([C@]3(C)[C@@H](C2)[C@@H]2CC=C4C[C@H](CC[C@]4(C)[C@H]2CC3)O)O)C=CC1 (16-[3-{3-(IMIDAZOL-1-YL)PROPOXY}BENZYLIDENE]-5-ANDROSTENE-3β,17β-DIOL). Reaction SMILES: [BH4-].[Na+].[N:3]1([CH2:8][CH2:9][CH2:10][O:11][C:12]2[CH:13]=[C:14]([CH:37]=[CH:38][CH:39]=2)[CH:15]=[C:16]2[CH2:21][C@H:20]3[C@H:22]4[C@H:32]([CH2:33][CH2:34][C@:18]3([CH3:19])[C:17]2=[O:36])[C@:30]2([CH3:31])[C:25]([CH2:26][C@@H:27]([OH:35])[CH2:28][CH2:29]2)=[CH:24][CH2:23]4)[CH:7]=[CH:6][N:5]=[CH:4]1>>[N:3]1([CH2:8][CH2:9][CH2:10][O:11][C:12]2[CH:13]=[C:14]([CH:37]=[CH:38][CH:39]=2)[CH:15]=[C:16]2[CH2:21][C@H:20]3[C@H:22]4[C@H:32]([CH2:33][CH2:34][C@:18]3([CH3:19])[C@H:17]2[OH:36])[C@:30]2([CH3:31])[C:25]([CH2:26][C@@H:27]([OH:35])[CH2:28][CH2:29]2)=[CH:24][CH2:23]4)[CH:7]=[CH:6][N:5]=[CH:4]1 |f:0.1|. Procedure: 16-[3-{3-(IMIDAZOL-1-YL)PROPOXY}BENZYLIDENE]-5-ANDROSTENE-3β,17β-DIOL (20) (DPJ-RG-1310) was prepared by sodium borohydride reduction of 18 using a method as described for 14 Reactants: CN(C)C(=O)Sc1c(Cl)ccc2c1CCN(C(=O)OC(C)(C)C)CC2, CO, CCOC(C)=O, [Cl-], [H-], [K+], [NH4+], [Na+], [OH-], Cc1ccc(S(=O)(=O)OCC2CCC(=O)O2)cc1. The product is CC(C)(C)OC(=O)N1CCc2ccc(Cl)c(SCC3CCC(=O)O3)c2CC1. RXN SMILES: [C:1]([CH3:2])([CH3:3])([CH3:4])[O:5][C:6](=[O:7])[N:8]1[CH2:9][CH2:10][c:11]2[c:12]([c:15]([S:20][C:21](=[O:22])[N:23]([CH3:24])[CH3:25])[c:16]([Cl:19])[cH:17][cH:18]2)[CH2:13][CH2:14]1.[CH3:48][OH:49].[CH3:50][CH2:51][O:52][C:53]([CH3:54])=[O:55].[Cl-:56].[H-:28].[K+:27].[NH4+:57].[Na+:29].[OH-:26].[c:30]1([CH3:31])[cH:32][cH:33][c:34]([S:35]([O:36][CH2:40][CH:41]2[CH2:42][CH2:43][C:44](=[O:46])[O:45]2)(=[O:37])=[O:38])[cH:39][cH:47]1>>[C:1]([CH3:2])([CH3:3])([CH3:4])[O:5][C:6](=[O:7])[N:8]1[CH2:9][CH2:10][c:11]2[c:12]([c:15]([S:20][CH2:40][CH:41]3[CH2:42][CH2:43][C:44](=[O:46])[O:45]3)[c:16]([Cl:19])[cH:17][cH:18]2)[CH2:13][CH2:14]1.